From a dataset of the Open Reaction Database (ORD), a public repository of structured organic reaction records. describe an organic reaction: reactants, conditions, products, and yield Starting materials: O (water), S1C(SCCC1)C1=CC=C(OCCCCCCOC2=CC=C(C=C2)C2SCCCS2)C=C1 (1,6-bis[4-(1,3-dithian-2-yl)phenoxy]hexane), solution, C(CCC)[Li] (n-butyl lithium), C[Ge](C)(C)Cl (trimethylgermanium chloride). Run in C(C)(=O)OCC (ethyl acetate), O1CCCC1 (tetrahydrofuran), CCCCCC (hexane), O1CCCC1 (THF). Conditions: temperature -10 celsius, time 3 hour. Product: C[Ge](C1(SCCCS1)C1=CC=C(OCCCCCCOC2=CC=C(C=C2)C2(SCCCS2)[Ge](C)(C)C)C=C1)(C)C (1,6-bis{4-[2-(trimethylgermyl)-1,3-dithian-2-yl]phenoxy}hexane), solid. RXN SMILES: [S:1]1[CH2:6][CH2:5][CH2:4][S:3][CH:2]1[C:7]1[CH:32]=[CH:31][C:10]([O:11][CH2:12][CH2:13][CH2:14][CH2:15][CH2:16][CH2:17][O:18][C:19]2[CH:24]=[CH:23][C:22]([CH:25]3[S:30][CH2:29][CH2:28][CH2:27][S:26]3)=[CH:21][CH:20]=2)=[CH:9][CH:8]=1.C([Li])CCC.[CH3:38][Ge:39](Cl)([CH3:41])[CH3:40].O>O1CCCC1.CCCCCC.C(OCC)(=O)C>[CH3:38][Ge:39]([CH3:41])([CH3:40])[C:2]1([C:7]2[CH:32]=[CH:31][C:10]([O:11][CH2:12][CH2:13][CH2:14][CH2:15][CH2:16][CH2:17][O:18][C:19]3[CH:24]=[CH:23][C:22]([C:25]4([Ge:39]([CH3:41])([CH3:40])[CH3:38])[S:26][CH2:27][CH2:28][CH2:29][S:30]4)=[CH:21][CH:20]=3)=[CH:9][CH:8]=2)[S:3][CH2:4][CH2:5][CH2:6][S:1]1. Procedure: A suspension of 8.11 g (16.0 mmol) 1,6-bis[4-(1,3-dithian-2-yl)phenoxy]hexane in 50 ml anhydrous tetrahydrofuran (THF) was prepared under argon in a dry 250-ml three-necked flask with 50 ml dropping funnel, internal thermometer, magnetic stirrer and septum. The suspension was cooled to −10° C. and 14.1 ml of a 2.5 molar solution of n-butyl lithium (35.2 mmol) in hexane added dropwise over a period of 10 min such that the internal temperature did not exceed 0° C. The brown solution was then stirr... Starting materials: C1(CC1)N1N=C(C=C1N)C (1-cyclopropyl-3-methyl-1H-pyrazol-5-amine), C1(CC1)C(CC(C(=O)OCC)=O)=O (ethyl 4-cyclopropyl-2,4-dioxobutanoate). Solvent: C(C)(=O)O (acetic Acid). The product is C1(CC1)N1N=C(C2=C1N=C(C=C2C(=O)OCC)C2CC2)C (Ethyl 1,6-dicyclopropyl-3-methyl-1H-pyrazolo[3,4-b]pyridine-4-carboxylate). As a reaction SMILES: [CH:1]1([N:4]2[C:8]([NH2:9])=[CH:7][C:6]([CH3:10])=[N:5]2)[CH2:3][CH2:2]1.[CH:11]1([C:14](=O)[CH2:15][C:16](=O)[C:17]([O:19][CH2:20][CH3:21])=[O:18])[CH2:13][CH2:12]1>C(O)(=O)C>[CH:1]1([N:4]2[C:8]3[N:9]=[C:14]([CH:11]4[CH2:12][CH2:13]4)[CH:15]=[C:16]([C:17]([O:19][CH2:20][CH3:21])=[O:18])[C:7]=3[C:6]([CH3:10])=[N:5]2)[CH2:3][CH2:2]1. Procedure details: 1-cyclopropyl-3-methyl-1H-pyrazol-5-amine (300 mg, 2.187 mmol), ethyl 4-cyclopropyl-2,4-dioxobutanoate (403 mg, 2.187 mmol) and acetic Acid (40 mL) were heated at reflux for 2 hours. The solvent was removed in vacuo and the crude residue was purified via silica gel chromatography (eluent: 0 to 11% EtOAc:Hex). The product was collected as 310 mg. 1H NMR (400 MHz, CHLOROFORM-d) δ ppm 1.05-1.13 (m, 4 H), 1.16-1.21 (m, 2 H), 1.25-1.30 (m, 2 H), 1.46 (t, J=7.20 Hz, 3 H), 2.16-2.31 (m, 1 H), 2.63 (s, ... The reactants are CC1(OB(OC1(C)C)C=1C=CC(=NC1)C=1C=NC(=NC1)N)C (5-(5-(4,4,5,5-tetramethyl-1,3,2-dioxaborolan-2-yl)pyridin-2-yl)pyrimidin-2-amine), BrC1=C(C=CC=C1)C(=O)N1CCOCC1 ((2-bromophenyl)(morpholino)methanone). Product: N1(CCOCC1)C(=O)C1=C(C=CC=C1)C=1C=CC(=NC1)C=1C=NC(=NC1)N (5-{5-[2-(Morpholin-4-ylcarbonyl)phenyl]pyridin-2-yl}pyrimidin-2-amine). RXN SMILES: CC1(C)C(C)(C)OB([C:9]2[CH:10]=[CH:11][C:12]([C:15]3[CH:16]=[N:17][C:18]([NH2:21])=[N:19][CH:20]=3)=[N:13][CH:14]=2)O1.Br[C:24]1[CH:29]=[CH:28][CH:27]=[CH:26][C:25]=1[C:30]([N:32]1[CH2:37][CH2:36][O:35][CH2:34][CH2:33]1)=[O:31]>>[N:32]1([C:30]([C:25]2[CH:24]=[CH:29][CH:28]=[CH:27][C:26]=2[C:9]2[CH:10]=[CH:11][C:12]([C:15]3[CH:20]=[N:19][C:18]([NH2:21])=[N:17][CH:16]=3)=[N:13][CH:14]=2)=[O:31])[CH2:37][CH2:36][O:35][CH2:34][CH2:33]1. Reported procedure: The title compound was prepared in a manner similar to that described in Example 427 using 5-(5-(4,4,5,5-tetramethyl-1,3,2-dioxaborolan-2-yl)pyridin-2-yl)pyrimidin-2-amine and (2-bromophenyl)(morpholino)methanone. MS (ESI): mass calcd. for C20H19N5O2, 361.15; m/z found, 362.1 [M+H]+. 1H NMR (500 MHz, CD3OD) δ 8.96 (s, 2H), 8.69-8.64 (m, 1H), 7.95-7.87 (m, 2H), 7.64-7.59 (m, 1H), 7.58-7.51 (m, 2H), 7.49-7.42 (m, 1H), 3.69-3.54 (m, 3H), 3.48-3.33 (m, 2H), 3.20-3.07 (m, 1H), 2.97-2.80 (m, 2H). Reactants: CCN=C=NCCCN(C)C, CN1CCOCC1, Cl, O=C(O)c1ccc(OC(F)(F)F)cc1F, CC(N)(C#N)Cn1cc2ncc(Br)cc2n1, CN(C)C=O, O, On1nnc2ccccc21. Product: CC(C#N)(Cn1cc2ncc(Br)cc2n1)NC(=O)c1ccc(OC(F)(F)F)cc1F. As a reaction SMILES: [CH2:17]([N:18]=[C:19]=[N:20][CH2:21][CH2:22][CH2:23][N:24]([CH3:25])[CH3:26])[CH3:27].[CH3:39][N:40]1[CH2:41][CH2:42][O:43][CH2:44][CH2:45]1.[ClH:16].[F:1][c:2]1[c:3]([C:4](=[O:5])[OH:6])[cH:7][cH:8][c:9]([O:11][C:12]([F:13])([F:14])[F:15])[cH:10]1.[NH2:46][C:47]([C:48]#[N:49])([CH2:50][n:51]1[n:52][c:53]2[c:54]([n:55][cH:56][c:57]([Br:59])[cH:58]2)[cH:60]1)[CH3:61].[O:62]=[CH:63][N:64]([CH3:65])[CH3:66].[OH2:28].[OH:29][n:30]1[c:31]2[cH:32][cH:33][cH:34][cH:35][c:36]2[n:37][n:38]1>>[F:1][c:2]1[c:3]([C:4](=[O:6])[NH:46][C:47]([C:48]#[N:49])([CH2:50][n:51]2[n:52][c:53]3[c:54]([n:55][cH:56][c:57]([Br:59])[cH:58]3)[cH:60]2)[CH3:61])[cH:7][cH:8][c:9]([O:11][C:12]([F:13])([F:14])[F:15])[cH:10]1. The reactants are FC1=CC2=C3C(C=CC3=NNC=3C2=CN(CC3C=3CCN(CC3)C3CCC(CC3)=C(C(=O)OC)C)C)=C1 (methyl 2-{4-[4-(10-fluoro-7-methyl-6,7-dihydro-4H-3,4,7-triazadibenzo[cd,f]azulen-5-yl)-3,6-dihydropyridin-1(2H)-yl]cyclohexylidene}propanoate), Cl (hydrochloride), [Li+].[OH-] (LiOH). Solvent: O1CCCC1 (tetrahydrofuran), CO (methanol). Reaction conditions: temperature 65 celsius. Product: FC1=CC2=C3C(C=CC3=NNC=3C2=CN(CC3C=3CCN(CC3)C3CCC(CC3)=C(C(=O)O)C)C)=C1 (2-{4-[4-(10-fluoro-7-methyl-6,7-dihydro-4H-3,4,7-triazadibenzo[cd,f]azulen-5-yl)-3,6-dihydropyridin-1(2H)-yl]cyclohexylidene}propanoic acid). As a reaction SMILES: [F:1][C:2]1[CH:37]=[C:6]2[CH:7]=[CH:8][C:9]3=[N:10][NH:11][C:12]4[C:13](=[CH:14][N:15]([CH3:36])[CH2:16][C:17]=4[C:18]4[CH2:19][CH2:20][N:21]([CH:24]5[CH2:29][CH2:28][C:27](=[C:30]([CH3:35])[C:31]([O:33]C)=[O:32])[CH2:26][CH2:25]5)[CH2:22][CH:23]=4)[C:4](=[C:5]23)[CH:3]=1.[Li+].[OH-].Cl>O1CCCC1.CO>[F:1][C:2]1[CH:37]=[C:6]2[CH:7]=[CH:8][C:9]3=[N:10][NH:11][C:12]4[C:13](=[CH:14][N:15]([CH3:36])[CH2:16][C:17]=4[C:18]4[CH2:19][CH2:20][N:21]([CH:24]5[CH2:25][CH2:26][C:27](=[C:30]([CH3:35])[C:31]([OH:33])=[O:32])[CH2:28][CH2:29]5)[CH2:22][CH:23]=4)[C:4](=[C:5]23)[CH:3]=1 |f:1.2|. Procedure: To a solution of Example 174B (110 mg, 0.151 mmol) in a mixture of tetrahydrofuran (1 mL) and methanol (0.5 mL) was added LiOH (1M aqueous solution, 453 μL, 0.453 mmol). This mixture was heated at 65° C. for 5 hours. After cooling, the reaction was neutralized with 1M aqueous hydrochloride acid. The formed solid was collected by filtration, washed with water and hexanes, and dried in vacuo to provide the title compound. 1H NMR (400 MHz, Pyridine-d5) δ 1.51-2.22 (m, 8H), 2.12 (s, 3H), 2.74 (d, J=... Starting materials: FC(OC(C(OC(C(C(COCCCCl)(F)F)(F)F)(F)F)(F)F)(F)F)(F)F (3-(4-(2-(trifluoromethoxy)tetrafluoroethoxy)-2,2,3,3,4,4-hexafluorobutoxy)propyl chloride), FC(OC(C(OC(C(C(COCCCBr)(F)F)(F)F)(F)F)(F)F)(F)F)(F)F (3-(4-(2-(trifluoromethoxy)tetrafluoroethoxy)-2,2,3,3,4,4-hexafluorobutoxy)propyl bromide), C(CCCCCCC)C=1C=NC(=NC1)C1=CC=C(C=C1)O (5-octyl-2-(4-hydroxyphenyl)pyrimidine). The product is C(CCCCCCC)C=1C=NC(=NC1)C1=CC=C(C=C1)OCCCOCC(C(C(F)(F)OC(C(OC(F)(F)F)(F)F)(F)F)(F)F)(F)F (5-Octyl-2-[4-(3-(4-(2-(trifluoromethoxy)tetrafluoroethoxy)-2,2,3,3,4,4-hexafluorobutoxy)propoxy)phenyl]pyrimidine), crude product. RXN SMILES: [F:1][C:2]([F:27])([F:26])[O:3][C:4]([F:25])([F:24])[C:5]([F:23])([F:22])[O:6][C:7]([F:21])([F:20])[C:8]([F:19])([F:18])[C:9]([F:17])([F:16])[CH2:10][O:11][CH2:12][CH2:13][CH2:14]Cl.FC(F)(F)OC(F)(F)C(F)(F)OC(F)(F)C(F)(F)C(F)(F)COCCCBr.[CH2:55]([C:63]1[CH:64]=[N:65][C:66]([C:69]2[CH:74]=[CH:73][C:72]([OH:75])=[CH:71][CH:70]=2)=[N:67][CH:68]=1)[CH2:56][CH2:57][CH2:58][CH2:59][CH2:60][CH2:61][CH3:62]>>[CH2:55]([C:63]1[CH:68]=[N:67][C:66]([C:69]2[CH:74]=[CH:73][C:72]([O:75][CH2:14][CH2:13][CH2:12][O:11][CH2:10][C:9]([F:17])([F:16])[C:8]([F:19])([F:18])[C:7]([O:6][C:5]([F:23])([F:22])[C:4]([F:25])([F:24])[O:3][C:2]([F:27])([F:26])[F:1])([F:21])[F:20])=[CH:71][CH:70]=2)=[N:65][CH:64]=1)[CH2:56][CH2:57][CH2:58][CH2:59][CH2:60][CH2:61][CH3:62]. Reported procedure: The title compound was prepared essentially as in Example 1 by combining a mixture of 3-(4-(2-(trifluoromethoxy)tetrafluoroethoxy)-2,2,3,3,4,4-hexafluorobutoxy)propyl chloride (1.92 g, 4.2 mmol) and 3-(4-(2-(trifluoromethoxy)tetrafluoroethoxy)-2,2,3,3,4,4-hexafluorobutoxy)propyl bromide (4:1 mole ratio, total 0.87 g, 1.7 mmol, prepared from 1-bromo-3-chloropropane and 4-(2-(trifluoromethoxy)tetrafluoroethoxy)-2,2,3,3,4,4-hexafluorobutanol) with 5-octyl-2-(4-hydroxyphenyl)pyrimidine (1.6 g, 5.9 m... The reactants are OCC1=NC(=CC=C1O)CO (2,6-bis-(hydroxymethyl)-3-hydroxypyridine), C(C1=CC=CC=C1)=O (benzaldehyde), B(F)(F)F.CCOCC (borontrifluoride etherate). Reaction conditions: time 2 hour. Product: OCC=1C=CC=2OC(OCC2N1)C1=CC=CC=C1 (6-Hydroxymethyl-2-phenyl-4H-pyrido[3,2-d]-1,3-dioxin). Yield: 77.0%. As a reaction SMILES: [OH:1][CH2:2][C:3]1[C:8]([OH:9])=[CH:7][CH:6]=[C:5]([CH2:10][OH:11])[N:4]=1.[CH:12](=O)[C:13]1[CH:18]=[CH:17][CH:16]=[CH:15][CH:14]=1.B(F)(F)F.CCOCC>>[OH:11][CH2:10][C:5]1[CH:6]=[CH:7][C:8]2[O:9][CH:12]([C:13]3[CH:18]=[CH:17][CH:16]=[CH:15][CH:14]=3)[O:1][CH2:2][C:3]=2[N:4]=1 |f:2.3|. Procedure details: To a stirred suspension of 31 g. (0.2 mole) of 2,6-bis-(hydroxymethyl)-3-hydroxypyridine (U.S. Pat. No. 3,700,681) in 101 ml. (1 mole) of benzaldehyde at 20°-25° C. is added dropwise over 45 min. 56.7 g. (0.4 mole) of borontrifluoride etherate. The mixture is allowed to stir at room temperature for 2 hrs., and the excess benzaldehyde removed under reduced pressure. The residue, after standing at room temperature, is added to 75 ml. of a 10M aqueous sodium hydroxide solution, and the product extr...